Dataset: the Open Reaction Database (ORD), a public repository of structured organic reaction records. Task: describe an organic reaction: reactants, conditions, products, and yield Starting materials: ice, Cl (hydrochloric acid), C(CC)(=O)Cl (propionic acid chloride), C1(=CC=CC=C1)OC (anisole), [Cl-].[Al+3].[Cl-].[Cl-] (aluminium chloride). Run in O (water), ClCCCl (1,2-dichloroethane). Run at temperature 0 celsius, time 75 minute. Yields the product COC1=CC=C(C=C1)C(CC)=O (p-methoxy-propiophenone). The yield is 66.5%. As a reaction SMILES: [Cl-].[Al+3].[Cl-].[Cl-].[C:5](Cl)(=[O:8])[CH2:6][CH3:7].[C:10]1([O:16][CH3:17])[CH:15]=[CH:14][CH:13]=[CH:12][CH:11]=1.Cl>O.ClCCCl>[CH3:17][O:16][C:10]1[CH:15]=[CH:14][C:13]([C:5](=[O:8])[CH2:6][CH3:7])=[CH:12][CH:11]=1 |f:0.1.2.3|. Procedure: 525 ml of 1,2-dichloroethane and 209 g of aluminium chloride are added to a round flask which is fitted with a stirrer, thermometer, condenser and dropping funnel. The mixture is cooled to 0° C. and 127 g of propionic acid chloride are allowed to drop in at 0°-5° C. within 75 minutes. After the addition, the temperature is allowed to rise to 18° C. and then 141.6 g of anisole are added within 2 hours and at 20° C. The mixture is left to stand for 12 hours and then the product is poured into a mi... Reported procedure: Under an atmosphere of argon, 9-bromo-10-(4-formylphenyl)-anthracene (3.9 g, 11 mmole) and diethyl benzylphosphonate (3 g, 13 mmole, 1.2 eq) were suspended into DMSO (25 ml). To the resultant suspension, potassium t-butoxide (1.6 g, 14 mmole, 1.1 eq) was added and the obtained mixture was stirred at the room temperature for 10 hours and left standing for one night. The reaction mixture was diluted with water (50 ml) and subjected to extraction with toluene (300 ml). The organic layer was washed ... RXN SMILES: [Br:1][C:2]1[C:3]2[C:8]([C:9]([C:16]3[CH:21]=[CH:20][C:19]([CH:22]=O)=[CH:18][CH:17]=3)=[C:10]3[C:15]=1[CH:14]=[CH:13][CH:12]=[CH:11]3)=[CH:7][CH:6]=[CH:5][CH:4]=2.[CH2:24](P(=O)(OCC)OCC)[C:25]1[CH:30]=[CH:29][CH:28]=[CH:27][CH:26]=1.CS(C)=O.CC(C)([O-])C.[K+]>O>[Br:1][C:2]1[C:3]2[C:8]([C:9]([C:16]3[CH:21]=[CH:20][C:19]([CH:22]=[CH:24][C:25]4[CH:30]=[CH:29][CH:28]=[CH:27][CH:26]=4)=[CH:18][CH:17]=3)=[C:10]3[C:15]=1[CH:14]=[CH:13][CH:12]=[CH:11]3)=[CH:7][CH:6]=[CH:5][CH:4]=2 |f:3.4|. The solvent is O (water). The product is BrC=1C2=CC=CC=C2C(=C2C=CC=CC12)C1=CC=C(C=C1)C=CC1=CC=CC=C1 (9-bromo-10-(4-(2-phenylvinyl)phenyl)anthracene). The yield is 85.6%. Starting materials: resultant suspension, CC(C)([O-])C.[K+] (potassium t-butoxide), BrC=1C2=CC=CC=C2C(=C2C=CC=CC12)C1=CC=C(C=C1)C=O (9-bromo-10-(4-formylphenyl)-anthracene), C(C1=CC=CC=C1)P(OCC)(OCC)=O (diethyl benzylphosphonate), CS(=O)C (DMSO). Reaction conditions: time 10 hour. Starting materials: CCCCN, CCOCC, O=Cc1ccccc1S(=O)(=O)CCCCCl, [Mg+2], O=S(=O)([O-])[O-], O=S(=O)(O)O. RXN SMILES: [CH2:17]([CH2:18][CH2:19][CH3:20])[NH2:21].[CH3:33][CH2:34][O:35][CH2:36][CH3:37].[Cl:1][CH2:2][CH2:3][CH2:4][CH2:5][S:6](=[O:7])(=[O:8])[c:9]1[c:10]([CH:11]=[O:12])[cH:13][cH:14][cH:15][cH:16]1.[Mg+2:22].[O-:23][S:24](=[O:25])(=[O:26])[O-:27].[S:28](=[O:29])(=[O:30])([OH:31])[OH:32]>>[Cl:1][CH2:2][CH2:3][CH2:4][CH2:5][S:6](=[O:7])(=[O:8])[c:9]1[c:10]([CH:11]=[N:21][CH2:17][CH2:18][CH2:19][CH3:20])[cH:13][cH:14][cH:15][cH:16]1. The product is CCCCN=Cc1ccccc1S(=O)(=O)CCCCCl.